The task is: describe an organic reaction: reactants, conditions, products, and yield. This data is from the Open Reaction Database (ORD), a public repository of structured organic reaction records. Yields the product C(C)(C)OC(NC=1C=C2C(=NC1)NC(=C2)C2=CC(=CC=C2)NC(C)=O)=O ([2-(3-Acetylamino-phenyl)-1H-pyrrolo[2,3-b]pyridin-5-yl]-carbamic acid isopropyl ester). Procedure details: Was prepared analogously to example 9-2 starting from 3-(acetylamino)phenylacetylene. In the preparation of the intermediate N-[3-(5-nitro-1H-pyrrolo[2,3-b]pyridin-2-yl)-phenyl]-acetamide by cyclization reaction an higher equimolar amount of base (Potassium tert-butoxide) as in Example 2-2 is needed: The reactants are C(C)(=O)NC=1C=C(C=CC1)C#C (3-(acetylamino)phenylacetylene), [N+](=O)([O-])C=1C=C2C(=NC1)NC(=C2)C=2C=C(C=CC2)NC(C)=O (N-[3-(5-nitro-1H-pyrrolo[2,3-b]pyridin-2-yl)-phenyl]-acetamide), CC(C)([O-])C.[K+] (Potassium tert-butoxide). As a reaction SMILES: [C:1](NC1C=C(C#C)C=CC=1)(=[O:3])C.[N+:13]([C:16]1[CH:17]=[C:18]2[CH:24]=[C:23]([C:25]3[CH:26]=[C:27]([NH:31][C:32](=[O:34])[CH3:33])[CH:28]=[CH:29][CH:30]=3)[NH:22][C:19]2=[N:20][CH:21]=1)([O-])=O.[CH3:35][C:36](C)([O-:38])[CH3:37].[K+]>>[CH:36]([O:38][C:1](=[O:3])[NH:13][C:16]1[CH:17]=[C:18]2[CH:24]=[C:23]([C:25]3[CH:30]=[CH:29][CH:28]=[C:27]([NH:31][C:32](=[O:34])[CH3:33])[CH:26]=3)[NH:22][C:19]2=[N:20][CH:21]=1)([CH3:37])[CH3:35] |f:2.3|.